This data is from the Open Reaction Database (ORD), a public repository of structured organic reaction records. The task is: describe an organic reaction: reactants, conditions, products, and yield Reactants: CCOC(C)=O, CCCCCC, CCC(O)c1c(C)c(NC(=O)CC(C)(C)C)c(C)c2c1OCC2c1ccc(C(C)C)cc1. Product: CCC(=O)c1c(C)c(NC(=O)CC(C)(C)C)c(C)c2c1OCC2c1ccc(C(C)C)cc1. RXN SMILES: [C:33]([O:34][CH2:35][CH3:36])(=[O:37])[CH3:38].[CH3:39][CH2:40][CH2:41][CH2:42][CH2:43][CH3:44].[OH:1][CH:2]([CH2:3][CH3:4])[c:5]1[c:6]([CH3:32])[c:7]([NH:24][C:25]([CH2:26][C:27]([CH3:28])([CH3:29])[CH3:30])=[O:31])[c:8]([CH3:23])[c:9]2[c:13]1[O:12][CH2:11][CH:10]2[c:14]1[cH:15][cH:16][c:17]([CH:20]([CH3:21])[CH3:22])[cH:18][cH:19]1>>[O:1]=[C:2]([CH2:3][CH3:4])[c:5]1[c:6]([CH3:32])[c:7]([NH:24][C:25]([CH2:26][C:27]([CH3:28])([CH3:29])[CH3:30])=[O:31])[c:8]([CH3:23])[c:9]2[c:13]1[O:12][CH2:11][CH:10]2[c:14]1[cH:15][cH:16][c:17]([CH:20]([CH3:21])[CH3:22])[cH:18][cH:19]1. Starting materials: N#Cc1ccc(C(=O)N2Cc3cccn3Cc3ccccc32)c(Cl)c1, [NH4+], [OH-], O=S(=O)(O)O. Yields the product NC(=O)c1ccc(C(=O)N2Cc3cccn3Cc3ccccc32)c(Cl)c1. As a reaction SMILES: [Cl:1][c:2]1[cH:3][c:4]([C:5]#[N:6])[cH:7][cH:8][c:9]1[C:10](=[O:11])[N:12]1[CH2:13][c:14]2[n:15]([cH:23][cH:24][cH:25]2)[CH2:16][c:17]2[c:18]1[cH:19][cH:20][cH:21][cH:22]2.[NH4+:26].[OH-:27].[S:28](=[O:29])(=[O:30])([OH:31])[OH:32]>>[Cl:1][c:2]1[cH:3][c:4]([C:5]([NH2:6])=[O:27])[cH:7][cH:8][c:9]1[C:10](=[O:11])[N:12]1[CH2:13][c:14]2[n:15]([cH:23][cH:24][cH:25]2)[CH2:16][c:17]2[c:18]1[cH:19][cH:20][cH:21][cH:22]2. Starting materials: CC(OCC1(c2ccc(F)cc2)CCN(C(=O)OC(C)(C)C)CC1)c1cc(C2CC2)cc2cn[nH]c12, O=C(O)C(F)(F)F. The product is CC(OCC1(c2ccc(F)cc2)CCNCC1)c1cc(C2CC2)cc2cn[nH]c12. As a reaction SMILES: [CH:1]1([c:4]2[cH:5][c:6]3[cH:7][n:8][nH:9][c:10]3[c:11]([CH:13]([CH3:14])[O:15][CH2:16][C:17]3([c:30]4[cH:31][cH:32][c:33]([F:36])[cH:34][cH:35]4)[CH2:18][CH2:19][N:20]([C:23]([O:24][C:25]([CH3:26])([CH3:27])[CH3:28])=[O:29])[CH2:21][CH2:22]3)[cH:12]2)[CH2:2][CH2:3]1.[OH:37][C:38]([C:39]([F:40])([F:41])[F:42])=[O:43]>>[CH:1]1([c:4]2[cH:5][c:6]3[cH:7][n:8][nH:9][c:10]3[c:11]([CH:13]([CH3:14])[O:15][CH2:16][C:17]3([c:30]4[cH:31][cH:32][c:33]([F:36])[cH:34][cH:35]4)[CH2:18][CH2:19][NH:20][CH2:21][CH2:22]3)[cH:12]2)[CH2:2][CH2:3]1.